This data is from the Open Reaction Database (ORD), a public repository of structured organic reaction records. The task is: describe an organic reaction: reactants, conditions, products, and yield Procedure: 20 g (0.15 mole) of AlCl3 were added in portions to a solution of 18.9 g (0.1 mole) of 1-phenyl-2-(1,2,4-triazol-1-yl)-ethanol in 50 ml of toluene and 50 ml of 1,2-dichloroethane at -10° C. Thereafter, the mixture was heated to 80° C., until the evolution of gas was no longer observed. The mixture was poured onto 200 ml of ice-water, the organic phase was separated off and concentrated, and the residue was triturated with diisopropyl ether. Yield 23.8 g (90%), m.p. 98°-100° C. The product is CC1=CC=C(C=C1)C(CN1N=CN=C1)C1=CC=CC=C1 (1-(4-Methylphenyl)-1-phenyl-2-(1,2,4-triazol-1-yl)-ethane). Starting materials: [Al+3].[Cl-].[Cl-].[Cl-] (AlCl3), C1(=CC=CC=C1)C(CN1N=CN=C1)O (1-phenyl-2-(1,2,4-triazol-1-yl)-ethanol), C1(=CC=CC=C1)C (toluene), ice water. Solvent: ClCCCl (1,2-dichloroethane). Reaction conditions: temperature 80 celsius. Reaction SMILES: [Al+3].[Cl-].[Cl-].[Cl-].[C:5]1([CH:11](O)[CH2:12][N:13]2[CH:17]=[N:16][CH:15]=[N:14]2)[CH:10]=[CH:9][CH:8]=[CH:7][CH:6]=1.[C:19]1([CH3:25])[CH:24]=[CH:23][CH:22]=[CH:21][CH:20]=1>ClCCCl>[CH3:25][C:19]1[CH:24]=[CH:23][C:22]([CH:11]([C:5]2[CH:10]=[CH:9][CH:8]=[CH:7][CH:6]=2)[CH2:12][N:13]2[CH:17]=[N:16][CH:15]=[N:14]2)=[CH:21][CH:20]=1 |f:0.1.2.3|. Reactants: C(CCCCCCC)OC1=C(C(=NC=C1)COC(C)=O)C (4-octyloxy-2-acetoxymethyl-3-methylpyridine), aqueous solution, [OH-].[Na+] (sodium hydroxide). The product is C(CCCCCCC)OC1=C(C(=NC=C1)CO)C (4-octyloxy-2-hydroxymethyl-3-methylpyridine). Yield: 82.3%. RXN SMILES: [CH2:1]([O:9][C:10]1[CH:15]=[CH:14][N:13]=[C:12]([CH2:16][O:17]C(=O)C)[C:11]=1[CH3:21])[CH2:2][CH2:3][CH2:4][CH2:5][CH2:6][CH2:7][CH3:8].[OH-].[Na+]>>[CH2:1]([O:9][C:10]1[CH:15]=[CH:14][N:13]=[C:12]([CH2:16][OH:17])[C:11]=1[CH3:21])[CH2:2][CH2:3][CH2:4][CH2:5][CH2:6][CH2:7][CH3:8] |f:1.2|. Reported procedure: 17.3 g (0.059 mol, 1.0 eq.) of 4-octyloxy-2-acetoxymethyl-3-methylpyridine was added dropwise to a 25% aqueous solution of sodium hydroxide at 11 to 22° C., and the mixture was allowed to react for one hour at room temperature, and then extracted with chloroform. The extract was washed with water, dried over magnesium sulfate, and then concentrated to dryness, to obtain 12.2 g of 4-octyloxy-2-hydroxymethyl-3-methylpyridine as a pale brown oily matter (yield 82.3%). Starting materials: OC1=CC=C(C=C1)C1=CC=CC=C1 (4-hydroxybiphenyl), CC(C)(C)C(=O)CCl (α-chloropinacoline), C([O-])([O-])=O.[K+].[K+] (potassium carbonate). Solvent: C(C)C(=O)C (methyl ethyl ketone). Reaction conditions: temperature 80 celsius, time 15 hour. The product is CC(C)(C)C(=O)CCl (chloropinacoline), C1(=CC=CC=C1)C1=CC=C(OCC(C(C)(C)C)=O)C=C1 (1-(4'-phenyl-phenoxy)3,3-dimethylbutan-2-one). The yield is 163.5%. Reaction SMILES: [OH:1][C:2]1[CH:7]=[CH:6][C:5]([C:8]2[CH:13]=[CH:12][CH:11]=[CH:10][CH:9]=2)=[CH:4][CH:3]=1.C(=O)([O-])[O-].[K+].[K+].[CH3:20][C:21]([C:24]([CH2:26][Cl:27])=[O:25])([CH3:23])[CH3:22]>C(C(C)=O)C>[CH3:20][C:21]([C:24]([CH2:26][Cl:27])=[O:25])([CH3:23])[CH3:22].[C:8]1([C:5]2[CH:4]=[CH:3][C:2]([O:1][CH2:26][C:24](=[O:25])[C:21]([CH3:23])([CH3:22])[CH3:20])=[CH:7][CH:6]=2)[CH:13]=[CH:12][CH:11]=[CH:10][CH:9]=1 |f:1.2.3|. Procedure: 510 g (3 moles) of 4-hydroxybiphenyl were dissolved in 3 l of methyl ethyl ketone. 390 g of ground potassium carbonate were added and the mixture was heated to 80° C. 405 g (3 moles) of α-chloropinacoline were added dropwise over the course of 2 hours and the mixture was then stirred for a further 15 hours at 80° C. After cooling, it was filtered and the filter residue was rinsed with methyl ethyl ketone. The resulting filtrate was concentrated to dryness in vacuo by distilling off the solvent. ... Reactants: ClC1=C(C=CC=C1)C1=CC(=NC(N1)=O)C1=CC=C(S1)C(=O)O (5-[6-(2-Chlorophenyl)-2-oxo-1,2-dihydropyrimidin-4-yl]thiophene-2-carboxylic acid), C(=O)N (formamide). Conditions: temperature 200 celsius, time 30 minute. The product is ClC1=C(C=CC=C1)C1=CC(=NC(N1)=O)C1=CC=C(S1)C(=O)N (5-[6-(2-Chlorophenyl)-2-oxo-1,2-dihydropyrimidin-4-yl]thiophene-2-carboxamide). As a reaction SMILES: [Cl:1][C:2]1[CH:7]=[CH:6][CH:5]=[CH:4][C:3]=1[C:8]1[NH:13][C:12](=[O:14])[N:11]=[C:10]([C:15]2[S:19][C:18]([C:20]([OH:22])=O)=[CH:17][CH:16]=2)[CH:9]=1.C([NH2:25])=O>>[Cl:1][C:2]1[CH:7]=[CH:6][CH:5]=[CH:4][C:3]=1[C:8]1[NH:13][C:12](=[O:14])[N:11]=[C:10]([C:15]2[S:19][C:18]([C:20]([NH2:25])=[O:22])=[CH:17][CH:16]=2)[CH:9]=1. Procedure details: 5-[6-(2-Chlorophenyl)-2-oxo-1,2-dihydropyrimidin-4-yl]thiophene-2-carboxylic acid (100 mg, 0.30 mmol) was suspended in 1 mL of formamide. The reaction mixture was stirred for 30 minutes at 200° C. After cooling, the precipitate was filtered, dissolved in 1 mL dimethylformamide and purified by reverse phase HPLC. 30 mg of product were isolated. Starting materials: C(C1=CC=CC=C1)OC1=C(C=C(C=C1)C(=O)C=O)CO (4-benzyloxy-3-hydroxymethylphenyl glyoxal), C(=O)(OC)C1=CC=C(C=C1)CCN (2-(4-carbomethoxyphenyl)ethanamine), C(=O)(OC)C1=CC=C(C=C1)CC(N)(C)C (2-(4-carbomethoxyphenyl)-1,1-dimethylethanamine). Product: C(=O)(OC)C1=CC=C(C=C1)CC(C)(C)NCC(C1=CC(=C(C=C1)OCC1=CC=CC=C1)CO)O (N-(2-[4-Carbomethoxyphenyl]-1,1-dimethylethyl)-2-hydroxy-2-(4-benzyloxy-3-hydroxymethylphenyl)ethanamine). Reaction SMILES: [CH2:1]([O:8][C:9]1[CH:14]=[CH:13][C:12]([C:15]([CH:17]=O)=[O:16])=[CH:11][C:10]=1[CH2:19][OH:20])[C:2]1[CH:7]=[CH:6][CH:5]=[CH:4][CH:3]=1.C(C1C=CC(CCN)=CC=1)(OC)=O.[C:34]([C:38]1[CH:43]=[CH:42][C:41]([CH2:44][C:45]([CH3:48])([CH3:47])[NH2:46])=[CH:40][CH:39]=1)([O:36][CH3:37])=[O:35]>>[C:34]([C:38]1[CH:43]=[CH:42][C:41]([CH2:44][C:45]([NH:46][CH2:17][CH:15]([OH:16])[C:12]2[CH:13]=[CH:14][C:9]([O:8][CH2:1][C:2]3[CH:3]=[CH:4][CH:5]=[CH:6][CH:7]=3)=[C:10]([CH2:19][OH:20])[CH:11]=2)([CH3:47])[CH3:48])=[CH:40][CH:39]=1)([O:36][CH3:37])=[O:35]. Procedure details: The title compound was prepared by the process of Example 25, replacing phenyl glyoxal by 4-benzyloxy-3-hydroxymethylphenyl glyoxal and 2-(4-carbomethoxyphenyl)ethanamine by 2-(4-carbomethoxyphenyl)-1,1-dimethylethanamine. τ (d6DMSO) 9.06 (6H, s), 7.10-7.60 (5H, m), 6.20 (3H, s), 5.39 (2H, s), 5.00 (1H, m), 4.88 (2H, s), 3.04 (2H, d, J=8 Hz), 2.40-3.00 (10H, m), 2.12 (2H, d, J=8 Hz). Product: C(=O)C1=C(N(C2=CC(=CC(=C12)Cl)Cl)S(=O)(=O)C1=CC=C(C=C1)C)C(=O)OCC (3-Formyl-1-p-toluenesulfonyl-2-carboethoxy-4,6-dichloroindole). Procedure details: React 3-formyl-2-carboethoxy-4,6-dichloroindole with p-toluenesulfonyl chloride as describe in Preparation 1.1 to give the title compound. RXN SMILES: [CH:1]([C:3]1[C:11]2[C:6](=[CH:7][C:8]([Cl:13])=[CH:9][C:10]=2[Cl:12])[NH:5][C:4]=1[C:14]([O:16][CH2:17][CH3:18])=[O:15])=[O:2].[C:19]1([CH3:29])[CH:24]=[CH:23][C:22]([S:25](Cl)(=[O:27])=[O:26])=[CH:21][CH:20]=1>>[CH:1]([C:3]1[C:11]2[C:6](=[CH:7][C:8]([Cl:13])=[CH:9][C:10]=2[Cl:12])[N:5]([S:25]([C:22]2[CH:23]=[CH:24][C:19]([CH3:29])=[CH:20][CH:21]=2)(=[O:27])=[O:26])[C:4]=1[C:14]([O:16][CH2:17][CH3:18])=[O:15])=[O:2]. Reactants: C(=O)C1=C(NC2=CC(=CC(=C12)Cl)Cl)C(=O)OCC (3-formyl-2-carboethoxy-4,6-dichloroindole), C1(=CC=C(C=C1)S(=O)(=O)Cl)C (p-toluenesulfonyl chloride). Reactants: NC=1C=CC=C2C=CC(=CC12)C(=O)OCC (ethyl 8-amino-2-naphthoate), [OH-].[Na+] (NaOH). Run in O1CCOCC1 (dioxane). Reaction conditions: time 3 hour. Product: NC=1C=CC=C2C=CC(=CC12)C(=O)O (8-Amino-2-naphthoic Acid). As a reaction SMILES: [NH2:1][C:2]1[CH:3]=[CH:4][CH:5]=[C:6]2[C:11]=1[CH:10]=[C:9]([C:12]([O:14]CC)=[O:13])[CH:8]=[CH:7]2.[OH-].[Na+]>O1CCOCC1>[NH2:1][C:2]1[CH:3]=[CH:4][CH:5]=[C:6]2[C:11]=1[CH:10]=[C:9]([C:12]([OH:14])=[O:13])[CH:8]=[CH:7]2 |f:1.2|. Reported procedure: According to the procedure of W. Adcock, et al. Aust. J. Chem. 18, 1351 (1965), a mixture of ethyl 8-amino-2-naphthoate (5.2 g, 0.024 mol), 1N NaOH (48 mL, 0.048 mol), and dioxane (50 mL) was stirred at room temperature for 3 hours. The dioxane was removed under reduced pressure, and the aqueous phase was diluted with H2O (100 mL) and extracted with ether. Neutralization with acetic acid produced a yellow precipitate which was collected by filtration (3.2 g, 71%), m.p. 221°-223° C. The reactants are BrC1=CC(=C(C=C1Cl)CC(=O)O)C(N(C)C1=C(C=CC=C1)OC)=O (2-{4-bromo-5-chloro-2-[(2-methoxy-phenyl)-methyl-carbamoyl]-phenyl}-acetic acid), C[Si](CCO)(C)C (2-trimethylsilylethanol), C1CCC(CC1)N=C=NC2CCCCC2 (DCC). The reagents and catalysts are CN(C)C=1C=CN=CC1 (DMAP). Run in C(Cl)Cl (DCM). Reaction conditions: time 24 hour. The product is C[Si](CCOC(CC1=C(C=C(C(=C1)Cl)Br)C(N(C)C1=C(C=CC=C1)OC)=O)=O)(C)C ({4-bromo-5-chloro-2-[(2-methoxy-phenyl)-methyl-carbamoyl]-phenyl}-acetic acid 2-trimethylsilanyl-ethyl ester). Yield: 101.4%. Reaction SMILES: [Br:1][C:2]1[C:7]([Cl:8])=[CH:6][C:5]([CH2:9][C:10]([OH:12])=[O:11])=[C:4]([C:13](=[O:24])[N:14]([C:16]2[CH:21]=[CH:20][CH:19]=[CH:18][C:17]=2[O:22][CH3:23])[CH3:15])[CH:3]=1.[CH3:25][Si:26]([CH3:31])([CH3:30])[CH2:27][CH2:28]O.C1CCC(N=C=NC2CCCCC2)CC1>CN(C1C=CN=CC=1)C.C(Cl)Cl>[CH3:25][Si:26]([CH3:31])([CH3:30])[CH2:27][CH2:28][O:11][C:10](=[O:12])[CH2:9][C:5]1[CH:6]=[C:7]([Cl:8])[C:2]([Br:1])=[CH:3][C:4]=1[C:13](=[O:24])[N:14]([C:16]1[CH:21]=[CH:20][CH:19]=[CH:18][C:17]=1[O:22][CH3:23])[CH3:15]. Procedure details: To a solution of DCM (10 mL) containing 2-{4-bromo-5-chloro-2-[(2-methoxy-phenyl)-methyl-carbamoyl]-phenyl}-acetic acid (427 mg, 1.0 mmol) and 2-trimethylsilylethanol (183 mg, 1.5 mmol), were added DMAP (18.9 mg, 0.15 mmol) and DCC (320 mg, 1.5 mmol). The mixture was stirred at rt for 24 hrs, concentrated, and then directly purified via silica gel column chromatography eluting with ethyl acetate in hexane (20%) to yield {4-bromo-5-chloro-2-[(2-methoxy-phenyl)-methyl-carbamoyl]-phenyl}-acetic aci... Starting materials: [Br-], [Br-], C1CCOC1, CON(C)C(=O)c1cn(Cc2cccc(Br)n2)c2ccccc2c1=O, Cc1ncsc1C, [Li]CCCC, [Mg+2], c1cscn1. Product: Cc1nc(C(=O)c2cn(Cc3cccc(Br)n3)c3ccccc3c2=O)sc1C. RXN SMILES: [Br-:13].[Br-:15].[CH2:41]1[O:42][CH2:43][CH2:44][CH2:45]1.[CH3:16][O:17][N:18]([C:19](=[O:20])[c:21]1[cH:22][n:23]([CH2:32][c:33]2[n:34][c:35]([Br:39])[cH:36][cH:37][cH:38]2)[c:24]2[cH:25][cH:26][cH:27][cH:28][c:29]2[c:30]1=[O:31])[CH3:40].[CH3:1][c:2]1[n:3][cH:4][s:5][c:6]1[CH3:7].[CH3:8][CH2:9][CH2:10][CH2:11][Li:12].[Mg+2:14].[cH:46]1[n:47][cH:48][s:49][cH:50]1>>[CH3:1][c:2]1[n:3][c:4]([C:19](=[O:20])[c:21]2[cH:22][n:23]([CH2:32][c:33]3[n:34][c:35]([Br:39])[cH:36][cH:37][cH:38]3)[c:24]3[cH:25][cH:26][cH:27][cH:28][c:29]3[c:30]2=[O:31])[s:5][c:6]1[CH3:7].